Dataset: the Open Reaction Database (ORD), a public repository of structured organic reaction records. Task: describe an organic reaction: reactants, conditions, products, and yield RXN SMILES: [CH2:1]([c:2]1[cH:3][cH:4][cH:5][cH:6][cH:7]1)[CH:8]([C:9](=[O:10])[OH:11])[CH2:12][CH:13]([C:14](=[O:15])[OH:16])[CH2:17][c:18]1[cH:19][cH:20][cH:21][cH:22][cH:23]1.[CH3:24][C:25](=[O:26])[Cl:27]>>[CH2:1]([c:2]1[cH:3][cH:4][cH:5][cH:6][cH:7]1)[CH:8]1[C:9](=[O:11])[O:10][C:14](=[O:15])[CH:13]([CH2:17][c:18]2[cH:19][cH:20][cH:21][cH:22][cH:23]2)[CH2:12]1. The product is O=C1OC(=O)C(Cc2ccccc2)CC1Cc1ccccc1. Reactants: O=C(O)C(Cc1ccccc1)CC(Cc1ccccc1)C(=O)O, CC(=O)Cl. Starting materials: Cc1cc(N2CCC(N3CCCC3C)C2)ccc1N, O=C(O)c1ccc(-n2cncn2)cc1. Yields the product Cc1cc(N2CCC(N3CCCC3C)C2)ccc1NC(=O)c1ccc(-n2cncn2)cc1. Reaction SMILES: [CH3:1][c:2]1[c:3]([NH2:19])[cH:4][cH:5][c:6]([N:8]2[CH2:9][CH:10]([N:13]3[CH:14]([CH3:18])[CH2:15][CH2:16][CH2:17]3)[CH2:11][CH2:12]2)[cH:7]1.[n:20]1(-[c:25]2[cH:26][cH:27][c:28]([C:29](=[O:30])[OH:31])[cH:32][cH:33]2)[n:21][cH:22][n:23][cH:24]1>>[CH3:1][c:2]1[c:3]([NH:19][C:29]([c:28]2[cH:27][cH:26][c:25](-[n:20]3[n:21][cH:22][n:23][cH:24]3)[cH:33][cH:32]2)=[O:30])[cH:4][cH:5][c:6]([N:8]2[CH2:9][CH:10]([N:13]3[CH:14]([CH3:18])[CH2:15][CH2:16][CH2:17]3)[CH2:11][CH2:12]2)[cH:7]1.